This data is from the Open Reaction Database (ORD), a public repository of structured organic reaction records. The task is: describe an organic reaction: reactants, conditions, products, and yield The reactants are S(=O)(=O)(C1=CC=C(C)C=C1)OC(CC(=O)OC(C)(C)C)CC (t-Butyl 3-tosyloxypentanoate), [N-]=[N+]=[N-].[Na+] (sodium azide), ice water. The solvent is CS(=O)C (DMSO). Procedure: t-Butyl 3-tosyloxypentanoate (7.75 g, 23.6 mmol) was added to a suspension of sodium azide (3.07 g, 47.2 mmol) in dry DMSO (135 ml) and stirred at room temperature for 66 h. The reaction mixture was poured into ice-water (200 ml) and extracted with CH2Cl2 (2×150 ml). The organic extracts were combined, washed with water (4×150 ml) and dried over anhydrous MgSO4. Evaporation of the CH2Cl2 under reduced pressure gave an oil (4.18 g, 89.4%). ir (neat) νmax : 2096 (N3) and 1720 cm-1 (C=O of ester); ... RXN SMILES: S(O[CH:12]([CH2:21][CH3:22])[CH2:13][C:14]([O:16][C:17]([CH3:20])([CH3:19])[CH3:18])=[O:15])(C1C=CC(C)=CC=1)(=O)=O.[N-:23]=[N+:24]=[N-:25].[Na+]>CS(C)=O>[N:23]([CH:12]([CH2:21][CH3:22])[CH2:13][C:14]([O:16][C:17]([CH3:20])([CH3:19])[CH3:18])=[O:15])=[N+:24]=[N-:25] |f:1.2|. The product is N(=[N+]=[N-])C(CC(=O)OC(C)(C)C)CC (t-Butyl 3-azidopentanoate). Run at time 66 hour. Isolated yield 88.9%. Reactants: Cc1cc(Br)ccc1C(=O)c1cc(-n2cc(CCO)nn2)ccc1C, Cc1cc(Nc2ccc(F)cc2F)ccc1C(=O)c1cc(-n2cc(CCO)nn2)ccc1C, N#Cc1cccc(N)c1. Yields the product Cc1cc(Nc2cccc(C#N)c2)ccc1C(=O)c1cc(-n2cc(CCO)nn2)ccc1C. Reaction SMILES: [Br:34][c:35]1[cH:36][c:37]([CH3:58])[c:38]([C:41](=[O:42])[c:43]2[c:44]([CH3:57])[cH:45][cH:46][c:47](-[n:49]3[n:50][n:51][c:52]([CH2:54][CH2:55][OH:56])[cH:53]3)[cH:48]2)[cH:39][cH:40]1.[F:1][c:2]1[cH:3][c:4]([F:5])[cH:6][cH:7][c:8]1[NH:9][c:10]1[cH:11][cH:12][c:13]([C:14]([c:15]2[cH:16][c:17](-[n:18]3[cH:19][c:20]([CH2:21][CH2:22][OH:23])[n:24][n:25]3)[cH:26][cH:27][c:28]2[CH3:29])=[O:30])[c:31]([CH3:32])[cH:33]1.[NH2:59][c:60]1[cH:61][c:62]([C:63]#[N:64])[cH:65][cH:66][cH:67]1>>[c:35]1([NH:59][c:60]2[cH:61][c:62]([C:63]#[N:64])[cH:65][cH:66][cH:67]2)[cH:36][c:37]([CH3:58])[c:38]([C:41](=[O:42])[c:43]2[c:44]([CH3:57])[cH:45][cH:46][c:47](-[n:49]3[n:50][n:51][c:52]([CH2:54][CH2:55][OH:56])[cH:53]3)[cH:48]2)[cH:39][cH:40]1.